This data is from the Open Reaction Database (ORD), a public repository of structured organic reaction records. The task is: describe an organic reaction: reactants, conditions, products, and yield The reactants are [Br-], BrCCOCCBr, CCCCCCCC[N+](CCCCCCCC)(CCCCCCCC)CCCCCCCC, C1CCOC1, [CH3], CC1COCCN1c1cc(CS(C)=O)nc(Cl)n1, [Na+], [OH-]. Product: CC1COCCN1c1cc(C2(S(C)=O)CCOCC2)nc(Cl)n1. Reaction SMILES: [Br-:28].[Br:21][CH2:22][CH2:23][O:24][CH2:25][CH2:26][Br:27].[CH2:29]([N+:30]([CH2:31][CH2:32][CH2:33][CH2:34][CH2:35][CH2:36][CH2:37][CH3:38])([CH2:39][CH2:40][CH2:41][CH2:42][CH2:43][CH2:44][CH2:45][CH3:46])[CH2:47][CH2:48][CH2:49][CH2:50][CH2:51][CH2:52][CH2:53][CH3:54])[CH2:55][CH2:56][CH2:57][CH2:58][CH2:59][CH2:60][CH3:61].[CH2:63]1[O:64][CH2:65][CH2:66][CH2:67]1.[CH3:62].[Cl:3][c:4]1[n:5][c:6]([CH2:17][S:18](=[O:19])[CH3:20])[cH:7][c:8]([N:10]2[CH:11]([CH3:16])[CH2:12][O:13][CH2:14][CH2:15]2)[n:9]1.[Na+:2].[OH-:1]>>[Cl:3][c:4]1[n:5][c:6]([C:17]2([S:18](=[O:19])[CH3:20])[CH2:22][CH2:23][O:24][CH2:25][CH2:26]2)[cH:7][c:8]([N:10]2[CH:11]([CH3:16])[CH2:12][O:13][CH2:14][CH2:15]2)[n:9]1. Starting materials: C(C)(=O)OCC (ethyl acetate), resultant mixture, ClC=1C=C(C(=O)OO)C=CC1 (3-chloroperoxybenzoic acid), CC(C)OC=1C=CC(=NC1)C (5-(1-Methylethoxy)-2-methylpyridine). The solvent is ClCCl (dichloromethane). Run at temperature 0 celsius, time 45 minute. Yields the product CC(C)OC=1C=CC(=[N+](C1)[O-])C (5-(1-methylethoxy)-2-methylpyridine 1-oxide). Isolated yield 217.2%. As a reaction SMILES: [CH3:1][CH:2]([O:4][C:5]1[CH:6]=[CH:7][C:8]([CH3:11])=[N:9][CH:10]=1)[CH3:3].ClC1C=C(C=CC=1)C(OO)=[O:17].C(OCC)(=O)C>ClCCl>[CH3:3][CH:2]([O:4][C:5]1[CH:6]=[CH:7][C:8]([CH3:11])=[N+:9]([O-:17])[CH:10]=1)[CH3:1]. Reported procedure: 5-(1-Methylethoxy)-2-methylpyridine (227 mg, 0.661 mmol) was dissolved in dichloromethane (7.5 mL). The resultant mixture was added with 3-chloroperoxybenzoic acid (408 mg, 0.733 mmol) under ice-cold conditions, and stirred at 0° C. for 45 minutes. The reaction solution was added with ethyl acetate, a saturated aqueous solution of sodium metabisulfite, and an aqueous solution of sodium hydrogen carbonate, and then extracted with ethyl acetate. The organic layer was washed with brine, dried over ... Reactants: ClC=1C=C(C=CC1Cl)OC (3,4-Dichloroanisole), ClC1=C(N)C=C(C(=C1)Cl)Cl (2,4,5-trichloroaniline). The product is COC1=C(C=C(C(=C1)Cl)Cl)C1=C(C=C(C(=C1)Cl)Cl)Cl (2-methoxy-2',4,4',5,5'-pentachlorobiphenyl), COC1=C(C(=C(C=C1)Cl)Cl)C1=C(C=C(C(=C1)Cl)Cl)Cl (2-Methoxy-2',4',5,5',6-pentachlorobiphenyl). As a reaction SMILES: [Cl:1][C:2]1[CH:3]=[C:4]([O:9][CH3:10])[CH:5]=[CH:6][C:7]=1[Cl:8].[Cl:11][C:12]1[CH:18]=[C:17]([Cl:19])[C:16]([Cl:20])=[CH:15][C:13]=1N>>[CH3:10][O:9][C:4]1[CH:3]=[C:2]([Cl:1])[C:7]([Cl:8])=[CH:6][C:5]=1[C:13]1[CH:15]=[C:16]([Cl:20])[C:17]([Cl:19])=[CH:18][C:12]=1[Cl:11].[CH3:10][O:9][C:4]1[CH:5]=[CH:6][C:7]([Cl:8])=[C:2]([Cl:1])[C:3]=1[C:13]1[CH:15]=[C:16]([Cl:20])[C:17]([Cl:19])=[CH:18][C:12]=1[Cl:11]. Procedure details: 2-Methoxy-2',4,4',5,5'-pentachlorobiphenyl was prepared from 3,4-Dichloroanisole (35 g, 200 mmol) and 2,4,5-trichloroaniline (2.95 g, 15 mmol) according to the procedure in Example 2A. The excess dichloroanisole was removed by distillation and the residue was then filtered through silica gel (heptane eluent) and further purified [Chromatotron®, 4 mm silica gel, cyclohexane, 20 mL/min] to give 2-methoxy-2',4,4',5,5'-pentachlorobiphenyl (700 mg) and 2-Methoxy-2',4',5,5',6-pentachlorobiphenyl (1.2 ... Reactants: C(=O)([O-])[O-].[K+].[K+] (K2CO3), BrCC(=O)OCC (ethyl bromoacetate), OC1=CC=C(C=C1)C=1CCC(NN1)=O (6-(4-hydroxyphenyl)-4,5-dihydro-3(2H)pyridazinone). Run in CN(C)C=O (DMF). Reaction conditions: temperature 100 celsius. The product is C(=O)(OCC)COC1=CC=C(C=C1)C=1CCC(NN1)=O (6-(4-carboethoxymethoxyphenyl)-4,5-dihydro3(2H)-pyridazinone). The yield is 69.3%. RXN SMILES: [OH:1][C:2]1[CH:7]=[CH:6][C:5]([C:8]2[CH2:9][CH2:10][C:11](=[O:14])[NH:12][N:13]=2)=[CH:4][CH:3]=1.C([O-])([O-])=O.[K+].[K+].Br[CH2:22][C:23]([O:25][CH2:26][CH3:27])=[O:24]>CN(C=O)C>[C:23]([CH2:22][O:1][C:2]1[CH:7]=[CH:6][C:5]([C:8]2[CH2:9][CH2:10][C:11](=[O:14])[NH:12][N:13]=2)=[CH:4][CH:3]=1)([O:25][CH2:26][CH3:27])=[O:24] |f:1.2.3|. Reported procedure: A mixture of 2.00 g (10.5 mmol) of the phenol prepared above, 1.60g (11.6 mmol) of anhydrous K2CO3, 1.304 ml (11.8 mmol) of ethyl bromoacetate, and 40 ml of DMF is heated at 100° C. for 2 hrs under N2. The DMF is removed under vacuum and the residue taken up in 150 ml of EtOAc and 75 ml of water. The organic phase is washed with 50 ml of 5% aqueous NaOH, twice with saturated NaCl, dried (MgSO4), filtered, and the solvent removed to leave 2.186 g of a slightly yellow solid. This is recrystallized... Starting materials: [N+](=O)([O-])C=C(SC)SC (1-nitro-2,2-bis-methylthioethylene), BrCCCC1=C2C(C(=O)NC2=O)=CC=C1 (3-Bromopropylphthalimide), CC=1N=COC1CSCCN (4-methyl-5-[(2-aminoethyl)thiomethyl]oxazole). Yields the product CN (methylamine), [N+](=O)([O-])C=C(NCCSCC1=C(N=CO1)C)NC (1-Nitro-2-methylamino-2-[2-((4-methyl-5-oxazolyl)methylthio)-ethylamino]ethylene). Reaction SMILES: BrCCCC1C=CC=[C:7]2[C:8]([NH:10][C:11](=O)C=12)=O.[CH3:16][C:17]1[N:18]=[CH:19][O:20][C:21]=1[CH2:22][S:23][CH2:24][CH2:25][NH2:26].[N+:27](C=C(SC)SC)([O-:29])=[O:28]>>[CH3:8][NH2:10].[N+:27]([CH:7]=[C:8]([NH:10][CH3:11])[NH:26][CH2:25][CH2:24][S:23][CH2:22][C:21]1[O:20][CH:19]=[N:18][C:17]=1[CH3:16])([O-:29])=[O:28]. Reported procedure: Phthalimidoethanethiol (2 g) was added portionwise with stirring to a solution of sodium ethoxide (prepared from 0.23 g of sodium) in ethanol (20 ml) at 0° under a nitrogen atmosphere. After stirring at 0° for a further 21/2 hours, the resulting yellow solution was cooled with an ice-salt bath and a solution of 4-methyl-5-chloromethyloxazole (0.86 g) in ethanol (5 ml) was added dropwise over 10 minutes. After addition the mixture was stirred at room temperature overnight, then acidified with eth... The reactants are [NH2-].[Na+] (sodamide), ClC=1SC=CN1 (2-chlorothiazole), C1(=CC=CC=C1)C (toluene), C1(=CC=CC=C1)C (toluene), ClC1=CC=C(C=C1)CC#N (p-chlorphenylacetonitrile). Yields the product ClC1=CC=C(C=C1)C(C#N)C=1SC=CN1 (α-(p-chlorphenyl)-2-thiazolylacetonitrile). Procedure: At 0°-5°C add a suspension of 28.5 g. of sodamide in 300 ml. of toluene to a stirred solution containing 50 g. of p-chlorphenylacetonitrile and 40 g. of 2-chlorothiazole in 400 ml. of toluene. Maintain the temperature at 20°C for 2 hrs. and finally at 60°C. for 1 hr. Consecutively add 100 ml. of water and 35 ml. of acetic acid at 0°-10°C and filter the resulting mixture. Separate the toluene layer, concentrate in vacuo and distill the residue to give α-(p-chlorphenyl)-2-thiazolylacetonitrile as ... Run at temperature 20 celsius, time 1 hour. Solvent: O (water). Reaction SMILES: [NH2-].[Na+].C1(C)C=CC=CC=1.[Cl:10][C:11]1[CH:16]=[CH:15][C:14]([CH2:17][C:18]#[N:19])=[CH:13][CH:12]=1.Cl[C:21]1[S:22][CH:23]=[CH:24][N:25]=1>O>[Cl:10][C:11]1[CH:16]=[CH:15][C:14]([CH:17]([C:21]2[S:22][CH:23]=[CH:24][N:25]=2)[C:18]#[N:19])=[CH:13][CH:12]=1 |f:0.1|. The reactants are Cl (HCl), OC1CC(CNC1)C(=O)O ((±)-5-hydroxypiperidine-3-carboxylic acid), CCO (EtOH). Reaction conditions: time 8 hour. The product is OC1CC(CNC1)C(=O)OCC ((±) ethyl 5-hydroxypiperidine-3-carboxylate). Isolated yield 99.0%. RXN SMILES: Cl.[OH:2][CH:3]1[CH2:8][NH:7][CH2:6][CH:5]([C:9]([OH:11])=[O:10])[CH2:4]1.[CH3:12][CH2:13]O>>[OH:2][CH:3]1[CH2:8][NH:7][CH2:6][CH:5]([C:9]([O:11][CH2:12][CH3:13])=[O:10])[CH2:4]1. Procedure details: Anhydrous HCl was bubbled through a suspension of (±)-5-hydroxypiperidine-3-carboxylic acid (5.6 g, 38.6 mmol) (according to the procedures as disclosed in J. Med. Chem., 25, 1157-1162, (1982)), cooled to 0° C. in EtOH (100 mL), until saturation was reached. The reaction mixture was warmed to room temperature, stirred overnight, then concentrated in vacuo. The crude salt was cooled to 0° C. in CHCl3 (80 mL), and anhydrous NH3 was bubbled through the solution. The resulting white precipitate was ...